describe an organic reaction: reactants, conditions, products, and yield From a dataset of the Open Reaction Database (ORD), a public repository of structured organic reaction records. Reactants: CCC(=O)Cl, Cn1c(C#N)ccc1-c1ccc(N)cc1. Product: CCC(=O)Nc1ccc(-c2ccc(C#N)n2C)cc1. Reaction SMILES: [C:16]([CH2:17][CH3:18])(=[O:19])[Cl:20].[NH2:1][c:2]1[cH:3][cH:4][c:5](-[c:8]2[cH:9][cH:10][c:11]([C:14]#[N:15])[n:12]2[CH3:13])[cH:6][cH:7]1>>[NH:1]([c:2]1[cH:3][cH:4][c:5](-[c:8]2[cH:9][cH:10][c:11]([C:14]#[N:15])[n:12]2[CH3:13])[cH:6][cH:7]1)[C:16]([CH2:17][CH3:18])=[O:19]. The reactants are C(C)C1CC(CC1)CO (3-ethyl-cyclopentan-1-yl-methanol), N(=NC(=O)OCC)C(=O)OCC (diethyl azodicarboxylate), C1(=CC=CC=C1)P(C1=CC=CC=C1)C1=CC=CC=C1 (triphenylphosphine), C(CCCCCCCCCC)C=1C=NC(=NC1)C1=CC=C(C=C1)O (4-(5-undecyl-pyrimidin-2-yl)phenol). Run in C1CCOC1 (THF). Reaction conditions: time 24 hour. The product is C(C)C1CC(CC1)COC1=CC=C(C=C1)C1=NC=C(C=N1)CCCCCCCCCCC (4-(5-Undecyl-pyrimidin-2-yl)phenyl (3-ethyl-cyclopentan-1-yl)methyl ether). RXN SMILES: N(C(OCC)=O)=NC(OCC)=O.C1(P(C2C=CC=CC=2)C2C=CC=CC=2)C=CC=CC=1.[CH2:32]([C:43]1[CH:44]=[N:45][C:46]([C:49]2[CH:54]=[CH:53][C:52]([OH:55])=[CH:51][CH:50]=2)=[N:47][CH:48]=1)[CH2:33][CH2:34][CH2:35][CH2:36][CH2:37][CH2:38][CH2:39][CH2:40][CH2:41][CH3:42].[CH2:56]([CH:58]1[CH2:62][CH2:61][CH:60]([CH2:63]O)[CH2:59]1)[CH3:57]>C1COCC1>[CH2:56]([CH:58]1[CH2:62][CH2:61][CH:60]([CH2:63][O:55][C:52]2[CH:51]=[CH:50][C:49]([C:46]3[N:47]=[CH:48][C:43]([CH2:32][CH2:33][CH2:34][CH2:35][CH2:36][CH2:37][CH2:38][CH2:39][CH2:40][CH2:41][CH3:42])=[CH:44][N:45]=3)=[CH:54][CH:53]=2)[CH2:59]1)[CH3:57]. Reported procedure: A fully reacted mixture of equimolar amounts of diethyl azodicarboxylate and triphenylphosphine in THF is admixed with equimolar amounts of 4-(5-undecyl-pyrimidin-2-yl)phenol and 3-ethyl-cyclopentan-1-yl-methanol (prepared by LiAlH4 reduction of methyl 3-ethyl-cyclopentanecarboxylic acid). The mixture is stirred for 24 h at room temperature and then evaporated to dryness under reduced pressure. Purification by chromatography (silica gel, dichloromethane) and recrystallization affords the target ... Reactants: CC(C)(C)OC(=O)NCCC(=O)O, ClCCl, OCc1ccccc1. Product: CC(C)(C)OC(=O)NCCC(=O)OCc1ccccc1. RXN SMILES: [C:1]([CH3:2])([CH3:3])([CH3:4])[O:5][C:6](=[O:7])[NH:8][CH2:9][CH2:10][C:11](=[O:12])[OH:13].[CH2:22]([Cl:23])[Cl:24].[OH:14][CH2:15][c:16]1[cH:17][cH:18][cH:19][cH:20][cH:21]1>>[C:1]([CH3:2])([CH3:3])([CH3:4])[O:5][C:6](=[O:7])[NH:8][CH2:9][CH2:10][C:11](=[O:12])[O:13][CH2:15][c:16]1[cH:17][cH:18][cH:19][cH:20][cH:21]1. Reactants: ClCCl (dichloromethane), FC(C(=O)O)(F)F.C(C1=CC=CC=C1)C1(CCN(CC1)CC1=CC=C(S1)B(O)O)O ({5-[(4-benzyl-4-hydroxypiperidin-1-yl)methyl]-2-thienyl}boronic acid trifluoroacetate), C(C)(C)(C)N1S(C(=CC1=O)Cl)(=O)=O (2-tert-Butyl-5-chloro-1,1-dioxo-1,2-dihydro-1λ6-isothiazol-3-one), C([O-])([O-])=O.[K+].[K+] (potassium carbonate). Reagents/catalysts: C1=CC=C(C=C1)P([C-]2C=CC=C2)C3=CC=CC=C3.C1=CC=C(C=C1)P([C-]2C=CC=C2)C3=CC=CC=C3.Cl[Pd]Cl.[Fe+2] ([1,1′-Bis(diphenylphosphino)ferrocene]dichloropalladium(II)). The solvent is O1CCOCC1 (1,4-dioxane). Reaction conditions: temperature 80 celsius. Yields the product FC(C(=O)O)(F)F.C(C1=CC=CC=C1)C1(CCN(CC1)CC1=CC=C(S1)C1=CC(N(S1(=O)=O)C(C)(C)C)=O)O (5-{5-[(4-benzyl-4-hydroxypiperidin-1-yl)methyl]2-thienyl}2-tertbutylisothiazol-3(2H)-one 1,1-dioxide trifluoroacetate). The yield is 17.0%. As a reaction SMILES: [F:1][C:2]([F:7])([F:6])[C:3]([OH:5])=[O:4].[CH2:8]([C:15]1([OH:30])[CH2:20][CH2:19][N:18]([CH2:21][C:22]2[S:26][C:25](B(O)O)=[CH:24][CH:23]=2)[CH2:17][CH2:16]1)[C:9]1[CH:14]=[CH:13][CH:12]=[CH:11][CH:10]=1.[C:31]([N:35]1[C:39](=[O:40])[CH:38]=[C:37](Cl)[S:36]1(=[O:43])=[O:42])([CH3:34])([CH3:33])[CH3:32].C(=O)([O-])[O-].[K+].[K+].ClCCl>O1CCOCC1.C1C=CC(P(C2C=CC=CC=2)[C-]2C=CC=C2)=CC=1.C1C=CC(P(C2C=CC=CC=2)[C-]2C=CC=C2)=CC=1.Cl[Pd]Cl.[Fe+2]>[F:1][C:2]([F:7])([F:6])[C:3]([OH:5])=[O:4].[CH2:8]([C:15]1([OH:30])[CH2:20][CH2:19][N:18]([CH2:21][C:22]2[S:26][C:25]([C:37]3[S:36](=[O:42])(=[O:43])[N:35]([C:31]([CH3:33])([CH3:32])[CH3:34])[C:39](=[O:40])[CH:38]=3)=[CH:24][CH:23]=2)[CH2:17][CH2:16]1)[C:9]1[CH:14]=[CH:13][CH:12]=[CH:11][CH:10]=1 |f:0.1,3.4.5,8.9.10.11,12.13|. Reported procedure: A solution of 4.12-A (100 mg, 0.2 mmol), 9-A (55 mg, 0.25 mmol), potassium carbonate (190 mg, 1.3 mmol) in 1,4-dioxane (1.5 mL) was added to a vial and degassed with nitrogen. Then [1,1′-Bis(diphenylphosphino)ferrocene]dichloropalladium(II), complex with dichloromethane (1:1) (28 mg, 0.034 mmol) was added, degassed with nitrogen and the vial capped and heated at 80° C. overnight. The reaction mixture was filtered through silica gel and eluted with copious amounts of EtOAc. The solvent was concen... Reactants: NC1=C(C=2C=CC=NC2C=C1)C(=O)OC (methyl 6-amino-5-quinolinecarboxylate), C1(=CC=CC=C1)S(=O)(=O)Cl (benzenesulfonyl chloride). Run in N1=CC=CC=C1 (pyridine). Run at time 7 hour. The product is C1(=CC=CC=C1)S(=O)(=O)NC1=C(C=2C=CC=NC2C=C1)C(=O)OC (methyl 6-[(phenylsulfonyl)amino]-5-quinolinecarboxylate). RXN SMILES: [NH2:1][C:2]1[CH:11]=[CH:10][C:9]2[N:8]=[CH:7][CH:6]=[CH:5][C:4]=2[C:3]=1[C:12]([O:14][CH3:15])=[O:13].[C:16]1([S:22](Cl)(=[O:24])=[O:23])[CH:21]=[CH:20][CH:19]=[CH:18][CH:17]=1>N1C=CC=CC=1>[C:16]1([S:22]([NH:1][C:2]2[CH:11]=[CH:10][C:9]3[N:8]=[CH:7][CH:6]=[CH:5][C:4]=3[C:3]=2[C:12]([O:14][CH3:15])=[O:13])(=[O:24])=[O:23])[CH:21]=[CH:20][CH:19]=[CH:18][CH:17]=1. Procedure details: A solution of Example 96B (0.233 g, 1.20 mmol) in pyridine (4 mL) was treated with benzenesulfonyl chloride (0.20 mL, 1.6 mmol), and stirred for 7 hours at ambient temperature. The mixture was concentrated and the residue was purified by C18 reverse-phase HPLC with acetonitrile/water/0.5 mM ammonium acetate to provide the desired product. MS (ESI(+)) m/e 343 (M+H)+. Reactants: Cl (Hydrochloric acid), C(C)(=O)OC(C)=O (Acetic anhydride), ice, BrC=1C=C(C=CC1)O (3-bromophenol). Run in N1=CC=CC=C1 (pyridine). Reaction conditions: time 4 hour. The product is C(C)(=O)OC1=CC(=CC=C1)Br (3-Bromophenyl acetate). RXN SMILES: [C:1]([O:4][C:5](=[O:7])[CH3:6])(=O)[CH3:2].[Br:8][C:9]1C=C(O)[CH:12]=[CH:13][CH:14]=1.Cl>N1C=CC=CC=1>[C:5]([O:4][C:1]1[CH:12]=[CH:13][CH:14]=[C:9]([Br:8])[CH:2]=1)(=[O:7])[CH3:6]. Procedure: Acetic anhydride was added dropwise to an ice-cold solution of 3-bromophenol (25.5 g) in pyridine (25 ml) and the solution was then stirred at room temp. for 4 h. 2N Hydrochloric acid (160 ml) was added and the mixture was extracted with ether (×2). The combined organic extracts were washed with water and brine, dried (MgSO4) and concentrated under vacuum to give the title compound as a brown liquid (30.8 g).